This data is from the Open Reaction Database (ORD), a public repository of structured organic reaction records. The task is: describe an organic reaction: reactants, conditions, products, and yield Starting materials: BrC=1C(=CC(=NC1)Cl)I (5-bromo-2-chloro-4-iodopyridine), ClC1=CC=C(C=C1)B(O)O (4-chlorophenylboronic acid), C(=O)([O-])[O-].[K+].[K+] (K2CO3). Reagents/catalysts: C=1C=CC(=CC1)[P](C=2C=CC=CC2)(C=3C=CC=CC3)[Pd]([P](C=4C=CC=CC4)(C=5C=CC=CC5)C=6C=CC=CC6)([P](C=7C=CC=CC7)(C=8C=CC=CC8)C=9C=CC=CC9)[P](C=1C=CC=CC1)(C=1C=CC=CC1)C=1C=CC=CC1 (Pd(PPh3)4). Solvent: COCCOC (1,2-dimethoxyethane). Run at temperature 20 celsius. Product: BrC=1C(=CC(=NC1)Cl)C1=CC=C(C=C1)Cl (5-bromo-2-chloro-4-(4-chlorophenyl)pyridine). Yield: 70.7%. RXN SMILES: [Br:1][C:2]1[C:3](I)=[CH:4][C:5]([Cl:8])=[N:6][CH:7]=1.[Cl:10][C:11]1[CH:16]=[CH:15][C:14](B(O)O)=[CH:13][CH:12]=1.C([O-])([O-])=O.[K+].[K+]>COCCOC.C1C=CC([P]([Pd]([P](C2C=CC=CC=2)(C2C=CC=CC=2)C2C=CC=CC=2)([P](C2C=CC=CC=2)(C2C=CC=CC=2)C2C=CC=CC=2)[P](C2C=CC=CC=2)(C2C=CC=CC=2)C2C=CC=CC=2)(C2C=CC=CC=2)C2C=CC=CC=2)=CC=1>[Br:1][C:2]1[C:3]([C:14]2[CH:15]=[CH:16][C:11]([Cl:10])=[CH:12][CH:13]=2)=[CH:4][C:5]([Cl:8])=[N:6][CH:7]=1 |f:2.3.4,^1:35,37,56,75|. Reported procedure: To a degassed solution of 5-bromo-2-chloro-4-iodopyridine (Ref. Cottet, F. and Schlosser, M. Tetrahedron 60, 11896-11874 (2004)) (2.0 g, 6.3 mmol), 4-chlorophenylboronic acid (1.1 g, 6.9 mmol) and K2CO3 (1.7 g, 12.6 mmol) in 1,2-dimethoxyethane (24 mL) and H20 (8.0 mL) was added Pd(PPh3)4 (0.727 g, 0.63 mmol) under argon at 20° C. The reaction mixture was refluxed for 15 h under argon, then allowed to cool to 20° C. The reaction was quenched by addition of H2O (30 mL) and extracted with EtOAc (5... Starting materials: BrB(Br)Br, CC(C)c1cc(Oc2c(Cl)cc(C(=O)N(C)CC(=O)O)cc2Cl)cc(C#N)c1O, ClCCl. Product: CC(C)c1cc(Oc2c(Cl)cc(C(=O)NCC(=O)O)cc2Cl)cc(C#N)c1O. RXN SMILES: [B:1]([Br:2])([Br:3])[Br:4].[CH3:5][N:6]([CH2:7][C:8](=[O:9])[OH:10])[C:11]([c:12]1[cH:13][c:14]([Cl:32])[c:15]([O:19][c:20]2[cH:21][c:22]([C:30]#[N:31])[c:23]([OH:29])[c:24]([CH:26]([CH3:27])[CH3:28])[cH:25]2)[c:16]([Cl:18])[cH:17]1)=[O:33].[Cl:34][CH2:35][Cl:36]>>[NH:6]([CH2:7][C:8](=[O:9])[OH:10])[C:11]([c:12]1[cH:13][c:14]([Cl:32])[c:15]([O:19][c:20]2[cH:21][c:22]([C:30]#[N:31])[c:23]([OH:29])[c:24]([CH:26]([CH3:27])[CH3:28])[cH:25]2)[c:16]([Cl:18])[cH:17]1)=[O:33]. The reactants are [H-].C(C(C)C)[Al+]CC(C)C (diisobutylaluminium hydride), C(C)OC(=O)C1C(C1)CNC1CCN(CC1)C=1SC=C(N1)C1=CC=2C(CCC(C2C=C1)(C)C)(C)C (2-({1-[4-(5,5,8,8-tetramethyl-5,6,7,8-tetrahydro-naphthalen-2-yl)thiazol-2-yl]piperidin-4-ylamino}methyl)cyclopropanecarboxylic acid ethyl ester), O (water), CC(OCC)=O (EA). Solvent: C1CCOC1 (THF), C1CCOC1 (THF). Run at temperature 60 celsius, time 8 hour. Product: CC1(C=2C=CC(=CC2C(CC1)(C)C)C=1N=C(SC1)N1CCC(CC1)NCC1C(C1)CO)C ([2-({1-[4-(5,5,8,8-tetramethyl-5,6,7,8-tetrahydronaphthalen-2-yl)thiazol-2-yl]piperidin-4-ylamino}methyl)cyclopropyl]methanol). RXN SMILES: C([O:3][C:4]([CH:6]1[CH2:8][CH:7]1[CH2:9][NH:10][CH:11]1[CH2:16][CH2:15][N:14]([C:17]2[S:18][CH:19]=[C:20]([C:22]3[CH:31]=[CH:30][C:29]4[C:28]([CH3:33])([CH3:32])[CH2:27][CH2:26][C:25]([CH3:35])([CH3:34])[C:24]=4[CH:23]=3)[N:21]=2)[CH2:13][CH2:12]1)=O)C.[H-].C([Al+]CC(C)C)C(C)C.O.CC(=O)OCC>C1COCC1>[CH3:32][C:28]1([CH3:33])[CH2:27][CH2:26][C:25]([CH3:34])([CH3:35])[C:24]2[CH:23]=[C:22]([C:20]3[N:21]=[C:17]([N:14]4[CH2:15][CH2:16][CH:11]([NH:10][CH2:9][CH:7]5[CH2:8][CH:6]5[CH2:4][OH:3])[CH2:12][CH2:13]4)[S:18][CH:19]=3)[CH:31]=[CH:30][C:29]1=2 |f:1.2|. Reported procedure: 49 mg (0.10 mmol) of 2-({1-[4-(5,5,8,8-tetramethyl-5,6,7,8-tetrahydro-naphthalen-2-yl)thiazol-2-yl]piperidin-4-ylamino}methyl)cyclopropanecarboxylic acid ethyl ester from step a were dissolved in 2 ml of THF under nitrogen. 475 μl of a 1M diisobutylaluminium hydride solution in THF were added dropwise. The mixture was stirred at 60° C. overnight, water and EA were added, the mixture was filtered through Cellite, evaporated and purified by means of flash chromatography on silica gel. Starting materials: CO, CCOCC, [K+], [OH-], OCCO, CCC1=C(O)C(=O)N(c2ccc3nc[nH]c3c2)C1c1cccc(F)c1F. Yields the product CCC1=C(OC)C(=O)N(c2ccc3nc[nH]c3c2)C1c1cccc(F)c1F. Reaction SMILES: [CH3:38][OH:39].[CH3:7][CH2:8][O:9][CH2:10][CH3:11].[K+:2].[OH-:1].[OH:3][CH2:4][CH2:5][OH:6].[nH:12]1[cH:13][n:14][c:15]2[c:16]1[cH:17][c:18]([N:21]1[C:22](=[O:37])[C:23]([OH:36])=[C:24]([CH2:34][CH3:35])[CH:25]1[c:26]1[c:27]([F:33])[c:28]([F:32])[cH:29][cH:30][cH:31]1)[cH:19][cH:20]2>>[CH3:4][O:36][C:23]1=[C:24]([CH2:34][CH3:35])[CH:25]([c:26]2[c:27]([F:33])[c:28]([F:32])[cH:29][cH:30][cH:31]2)[N:21]([c:18]2[cH:17][c:16]3[nH:12][cH:13][n:14][c:15]3[cH:20][cH:19]2)[C:22]1=[O:37]. Starting materials: C(C1=CC=CC=C1)O[C@@H]1C[C@H](C1)C1=NC2=C(N1C(=O)OC(C)(C)C)C=CC=C2 (tert-butyl 2-(trans-3-(benzyloxy)cyclobutyl)-1H-benzo[d]imidazole-1-carboxylate), C1=CCCCC1 (cyclohexene), CC=1C=C2C(=CC1C)N(C3=NC(=O)NC(=O)C3=N2)C[C@@H]([C@@H]([C@@H](CO)O)O)O (E101). Reagents/catalysts: [Pd] (Pd). The solvent is C(C)O (ethanol). Reaction conditions: temperature 65 celsius. Yields the product O[C@@H]1C[C@H](C1)C1=NC2=C(N1C(=O)OC(C)(C)C)C=CC=C2 (tert-butyl 2-(trans-3-hydroxycyclobutyl)-1H-benzo[d]imidazole-1-carboxylate). Yield: 88.6%. As a reaction SMILES: C([O:8][C@H:9]1[CH2:12][C@H:11]([C:13]2[N:17]([C:18]([O:20][C:21]([CH3:24])([CH3:23])[CH3:22])=[O:19])[C:16]3[CH:25]=[CH:26][CH:27]=[CH:28][C:15]=3[N:14]=2)[CH2:10]1)C1C=CC=CC=1.C1CCCCC=1.CC1C=C2N=C3C(=NC(NC3=O)=O)N(C[C@H](O)[C@H](O)[C@H](O)CO)C2=CC=1C>C(O)C.[Pd]>[OH:8][C@H:9]1[CH2:10][C@H:11]([C:13]2[N:17]([C:18]([O:20][C:21]([CH3:22])([CH3:23])[CH3:24])=[O:19])[C:16]3[CH:25]=[CH:26][CH:27]=[CH:28][C:15]=3[N:14]=2)[CH2:12]1. Procedure details: A mixture of tert-butyl 2-(trans-3-(benzyloxy)cyclobutyl)-1H-benzo[d]imidazole-1-carboxylate (0.47 g, 1.23 mmol), cyclohexene (0.080 g, 0.91 mmol), and 20 wt % Pd (dry basis) on carbon, Degussa type E101 NE/W (2.45 g) in ethanol (5 mL) under argon was heated to 65° C. for 6 h, cooled to RT, and filtered through Celite®. The filtrate was concentrated in vacuo and the resulting oil was purified by silica gel chromatography to give tert-butyl 2-(trans-3-hydroxycyclobutyl)-1H-benzo[d]imidazole-1-car... Reactants: CN(C)C(=O)c1cc(OCc2ccccc2)c(F)cc1[N+](=O)[O-], C1CCOC1, CCO, [Cl-], [Fe], [NH4+], O. The product is CN(C)C(=O)c1cc(OCc2ccccc2)c(F)cc1N. Reaction SMILES: [CH2:1]([c:2]1[cH:3][cH:4][cH:5][cH:6][cH:7]1)[O:8][c:9]1[c:10]([F:23])[cH:11][c:12]([N+:20]([O-:21])=[O:22])[c:13]([C:14](=[O:15])[N:16]([CH3:17])[CH3:18])[cH:19]1.[CH2:30]1[O:31][CH2:32][CH2:33][CH2:34]1.[CH3:24][CH2:25][OH:26].[Cl-:28].[Fe:35].[NH4+:29].[OH2:27]>>[CH2:1]([c:2]1[cH:3][cH:4][cH:5][cH:6][cH:7]1)[O:8][c:9]1[c:10]([F:23])[cH:11][c:12]([NH2:20])[c:13]([C:14](=[O:15])[N:16]([CH3:17])[CH3:18])[cH:19]1.